Dataset: the Open Reaction Database (ORD), a public repository of structured organic reaction records. Task: describe an organic reaction: reactants, conditions, products, and yield Starting materials: ClC1=C(C(=CC(=C1)CCl)C(F)(F)F)N (2-chloro-4-chlormethyl-6-trifluoromethyl-phenylamine), ClC1=C(C(=CC(=C1)CCl)C(F)(F)F)N (2-chloro-4-chlormethyl-6-trifluoromethyl-phenylamine), C(C)(=O)NC(C(=O)OCC)C(=O)OCC (diethyl 2-acetylamino-malonate), [Na] (sodium), CCO (EtOH). Run in O1CCOCC1 (1,4-dioxane), O (water). Reaction conditions: time 4 hour. Product: C(C)(=O)NC(C(=O)OCC)(C(=O)OCC)CC1=CC(=C(C(=C1)C(F)(F)F)N)Cl (Diethyl 2-acetylamino-2-(4-amino-3-chloro-5-trifluoromethyl-benzyl)-malonate). RXN SMILES: [C:1]([NH:4][CH:5]([C:11]([O:13][CH2:14][CH3:15])=[O:12])[C:6]([O:8][CH2:9][CH3:10])=[O:7])(=[O:3])[CH3:2].[Na].CCO.[Cl:20][C:21]1[CH:26]=[C:25]([CH2:27]Cl)[CH:24]=[C:23]([C:29]([F:32])([F:31])[F:30])[C:22]=1[NH2:33]>O1CCOCC1.O>[C:1]([NH:4][C:5]([CH2:27][C:25]1[CH:24]=[C:23]([C:29]([F:31])([F:32])[F:30])[C:22]([NH2:33])=[C:21]([Cl:20])[CH:26]=1)([C:11]([O:13][CH2:14][CH3:15])=[O:12])[C:6]([O:8][CH2:9][CH3:10])=[O:7])(=[O:3])[CH3:2] |^1:15|. Procedure: 24.11 g (0.11 mol) diethyl 2-acetylamino-malonate was added to a freshly prepared solution of 2.55 g (0.11 mol) sodium in 200 mL abs. EtOH under a nitrogen atmosphere and the mixture was stirred for 15 minutes at RT. A solution of 27.00 g (0.11 mol) 2-chloro-4-chlormethyl-6-trifluoromethyl-phenylamine (Intermediate product 55) in 100 mL 1,4-dioxane was rapidly added dropwise and the mixture was stirred for 4 hours at RT. 500 mL water were added and the mixture was stirred for a further 16 hours.... Reactants: C1(CCCCC1)NN1C(=NC=2C=NC=3C=CC=CC3C21)COCC (N-Cyclohexyl-2-(ethoxymethyl)-1H-imidazo[4,5-c]quinolin-1-amine), CO (methanol), C1=CC(=CC(=C1)Cl)C(=O)OO (MCPBA), C(Cl)(Cl)Cl (chloroform). Run in ClCCl (dichloromethane), C([O-])([O-])=O.[Na+].[Na+] (sodium carbonate). Conditions: time 2 hour. The product is C1(CCCCC1)NN1C(=NC=2C=[N+](C=3C=CC=CC3C21)[O-])COCC (N-cyclohexyl-2-(ethoxymethyl)-5-oxido-1H-imidazo[4,5-c]quinolin-1-amine). Yield: 80.6%. As a reaction SMILES: [CH:1]1([NH:7][N:8]2[C:20]3[C:19]4[CH:18]=[CH:17][CH:16]=[CH:15][C:14]=4[N:13]=[CH:12][C:11]=3[N:10]=[C:9]2[CH2:21][O:22][CH2:23][CH3:24])[CH2:6][CH2:5][CH2:4][CH2:3][CH2:2]1.C1C=C(Cl)C=C(C(OO)=[O:33])C=1.C(Cl)(Cl)Cl.CO>ClCCl.C(=O)([O-])[O-].[Na+].[Na+]>[CH:1]1([NH:7][N:8]2[C:20]3[C:19]4[CH:18]=[CH:17][CH:16]=[CH:15][C:14]=4[N+:13]([O-:33])=[CH:12][C:11]=3[N:10]=[C:9]2[CH2:21][O:22][CH2:23][CH3:24])[CH2:2][CH2:3][CH2:4][CH2:5][CH2:6]1 |f:5.6.7|. Reported procedure: N-Cyclohexyl-2-(ethoxymethyl)-1H-imidazo[4,5-c]quinolin-1-amine (0.51 g, 1.57 mmol) was placed in a 200 mL round bottom flask, purged with N2 and dissolved in dichloromethane (25 mL). MCPBA (0.484 g, 1.96 mmol, 77% max) was added over a S min period. The reaction was stirred at room temperature under N2. After 2 h, analysis by thin layer chromatography (TLC) (SiO2, 95:5 chloroform:methanol) showed complete conversion. The solution was diluted with dichloromethane (15 mL) and 2% sodium carbonate ... The reactants are C(C)OP(=O)(OCC)C(C(=O)OCC)F (ethyl diethyl-phosphono-fluoro-acetate), CC1(C(C1C=O)C(=O)O)C (2,2-dimethyl-3-formyl-cyclopropane-carboxylic acid), [H-].[Na+] (sodium hydride), P(=O)([O-])(O)O.[Na+] (monosodium phosphate). The solvent is COCCOC (1,2-dimethoxyethane), COCCOC (1,2-dimethoxyethane). Reaction conditions: temperature 5 celsius, time 15 minute. Product: CC1(C(C1\C=C(/C(OCC)=O)\F)C(=O)O)C (2,2-dimethyl-3(E)-[2-fluoro-3-oxo-3-ethoxypropenyl]-cyclopropane-1-carboxylic acid). As a reaction SMILES: C(OP([CH:9]([F:15])[C:10]([O:12][CH2:13][CH3:14])=[O:11])(OCC)=O)C.[CH3:16][C:17]1([CH3:25])[CH:19]([CH:20]=O)[CH:18]1[C:22]([OH:24])=[O:23].[H-].[Na+].P(O)(O)([O-])=O.[Na+]>COCCOC>[CH3:16][C:17]1([CH3:25])[CH:19](/[CH:20]=[C:9](/[F:15])\[C:10](=[O:11])[O:12][CH2:13][CH3:14])[CH:18]1[C:22]([OH:24])=[O:23] |f:2.3,4.5|. Procedure details: A solution of 7.7 g of ethyl diethyl-phosphono-fluoro-acetate (prepared by process of Ann. Chem., 1964, p. 674), 60 ml of 1,2-dimethoxyethane and 4 g of (1R, trans) 2,2-dimethyl-3-formyl-cyclopropane-carboxylic acid was added over 30 minutes at 2° to 10° C. to a suspension of 2.6 g of a 60% sodium hydride in oil suspension and 60 ml of 1,2-dimethoxyethane and the mixture was stirred at 5° C. for 15 minutes, and then at room temperature for 3 hours. The resulting solution was poured into aqueous ... The reactants are CC1=C(C(=O)OC)C=CC=C1[N+](=O)[O-] (2-methyl-3-nitrobenzoic acid, methyl ester), BrN1C(CCC1=O)=O (N-bromosuccinimide), C(C1=CC=CC=C1)(=O)OOC(C1=CC=CC=C1)=O (benzoyl peroxide). Reagents/catalysts: C(C1=CC=CC=C1)(=O)OOC(C1=CC=CC=C1)=O (benzoyl peroxide). Solvent: C(Cl)(Cl)(Cl)Cl (carbon tetrachloride). Conditions: time 24 hour. The product is BrCC1=C(C(=O)OC)C=CC=C1[N+](=O)[O-] (2-(bromomethyl)-3-nitrobenzoic acid, methyl ester). The yield is 52.7%. RXN SMILES: [CH3:1][C:2]1[C:11]([N+:12]([O-:14])=[O:13])=[CH:10][CH:9]=[CH:8][C:3]=1[C:4]([O:6][CH3:7])=[O:5].[Br:15]N1C(=O)CCC1=O.C(OOC(=O)C1C=CC=CC=1)(=O)C1C=CC=CC=1>C(Cl)(Cl)(Cl)Cl.C(OOC(=O)C1C=CC=CC=1)(=O)C1C=CC=CC=1>[Br:15][CH2:1][C:2]1[C:11]([N+:12]([O-:14])=[O:13])=[CH:10][CH:9]=[CH:8][C:3]=1[C:4]([O:6][CH3:7])=[O:5]. Procedure details: To a suspension of 100 g of 2-methyl-3-nitrobenzoic acid, methyl ester and 100 g of N-bromosuccinimide in 1000 ml carbon tetrachloride was added 3 g of benzoyl peroxide and the mixture was stirred at reflux temperature for about 24 hours. Additional benzoyl peroxide was then added and refluxing was resumed for another 24 hours. The reaction mixture was cooled, filtered, and the filtrate concentrated in vacuo to afford an oil which crystallized upon cooling. This crude product was dissolved in di... Starting materials: C(C)(=O)Cl (acetyl chloride), N1=CC=CC=C1 (pyridine), C(C1=CC=CC=C1)N1C(=NC2=C1C(N(C=1N2N=C(N1)C=O)CC)=O)C1CCCC1 (6-benzyl-7-cyclopentyl-4-ethyl-2-formyl-imidazo[4,5-e]-s-triazolo[1,5-a]pyrimidin-5-one). Run in ClCCl (dichloromethane), ClCCl (dichloromethane). Conditions: time 2 hour. Yields the product C(C1=CC=CC=C1)N1C(=NC2=C1C(N(C=1N2N=C(N1)CNC(C)=O)CC)=O)C1CCCC1 (6-benzyl-2-(N-acetylaminomethyl )-7-cyclopentyl-4-ethyl-imidazo[4.5-e]-s-triazolo[1.5-a]pyrimidin-5-one). RXN SMILES: [CH2:1]([N:8]1[C:12]2[C:13](=[O:24])[N:14]([CH2:22][CH3:23])[C:15]3[N:16]([N:17]=[C:18](C=O)[N:19]=3)[C:11]=2[N:10]=[C:9]1[CH:25]1[CH2:29][CH2:28][CH2:27][CH2:26]1)[C:2]1[CH:7]=[CH:6][CH:5]=[CH:4][CH:3]=1.[C:30](Cl)(=[O:32])[CH3:31].[N:34]1C=CC=C[CH:35]=1>ClCCl>[CH2:1]([N:8]1[C:12]2[C:13](=[O:24])[N:14]([CH2:22][CH3:23])[C:15]3[N:16]([N:17]=[C:18]([CH2:35][NH:34][C:30](=[O:32])[CH3:31])[N:19]=3)[C:11]=2[N:10]=[C:9]1[CH:25]1[CH2:26][CH2:27][CH2:28][CH2:29]1)[C:2]1[CH:7]=[CH:6][CH:5]=[CH:4][CH:3]=1. Reported procedure: 0.5 g of 2-aminomethyl-6-benzyl-7-cyclopentyl-4-ethyl-imidazo[4.5-e]-s-triazolo[1.5-a]pyrimidin-5-one (for preparation see synthesis example II) are dissolved in 10 ml of dichloromethane and 0.2 ml of pyridine, and 0.1 ml of acetyl chloride is added dropwise whilst cooling. After 2 hours' stirring at constant temperature the mixture is diluted with 10 ml of dichloromethane for working up and washed twice with dilute aqueous hydrochloric acid. The organic phase is separated off, dried over magnes...